Dataset: the Open Reaction Database (ORD), a public repository of structured organic reaction records. Task: describe an organic reaction: reactants, conditions, products, and yield Reactants: C(OCC)(OCC)=O (diethyl carbonate), C(CN)N (ethylenediamine). Solvent: C(C)O (ethyl alcohol). The product is C(C)OC(=O)NCCN (N-ethoxycarbonylethylenediamine). RXN SMILES: [C:1](=[O:8])([O:5][CH2:6][CH3:7])OCC.[CH2:9]([NH2:12])[CH2:10][NH2:11]>C(O)C>[CH2:6]([O:5][C:1]([NH:11][CH2:10][CH2:9][NH2:12])=[O:8])[CH3:7]. Procedure: 15 g (0.13 mol) of diethyl carbonate are heated in an oil bath at 90° C., for five hours, with 10 g (0.17 mol) of ethylenediamine under reflux. The ethyl alcohol formed during the reacton is then removed using a rotary evaporator. The product is removed from the residue by distillation in a Kugelrohr distillation apparatus. Starting materials: Cc1ccccc1, O=C(O)C1CC1, [Cl-], CN1CCC23CCCCC2C1Cc1ccc(Oc2ccccc2)cc13. The product is O=C(C1CC1)N1CCC23CCCCC2C1Cc1ccc(Oc2ccccc2)cc13. Reaction SMILES: [CH3:33][c:34]1[cH:35][cH:36][cH:37][cH:38][cH:39]1.[CH:27]1([C:30](=[O:31])[OH:32])[CH2:28][CH2:29]1.[Cl-:26].[O:1]([c:2]1[cH:3][cH:4][cH:5][cH:6][cH:7]1)[c:8]1[cH:9][cH:10][c:11]2[c:20]([cH:21]1)[C:19]13[CH:14]([CH:13]([CH2:12]2)[N:24]([CH3:25])[CH2:23][CH2:22]1)[CH2:15][CH2:16][CH2:17][CH2:18]3>>[O:1]([c:2]1[cH:3][cH:4][cH:5][cH:6][cH:7]1)[c:8]1[cH:9][cH:10][c:11]2[c:20]([cH:21]1)[C:19]13[CH:14]([CH:13]([CH2:12]2)[N:24]([C:30]([CH:27]2[CH2:28][CH2:29]2)=[O:32])[CH2:23][CH2:22]1)[CH2:15][CH2:16][CH2:17][CH2:18]3. Product: CCN(CC)CCOc1cc(C)c(-c2cccc(COc3ccc(CCC(=O)O)c(F)c3)c2)c(C)c1, Cl. Reaction SMILES: [C:42](=[O:43])([O-:44])[OH:45].[CH2:1]([CH3:2])[N:3]([CH2:4][CH2:5][O:6][c:7]1[cH:8][c:9]([CH3:36])[c:10](-[c:14]2[cH:15][c:16]([CH2:20][O:21][c:22]3[cH:23][c:24]([F:35])[c:25]([CH2:28][CH2:29][C:30](=[O:31])[O:32][CH2:33][CH3:34])[cH:26][cH:27]3)[cH:17][cH:18][cH:19]2)[c:11]([CH3:13])[cH:12]1)[CH2:37][CH3:38].[CH3:47][CH2:48][O:49][C:50](=[O:51])[CH3:52].[CH3:58][OH:59].[ClH:41].[Na+:40].[Na+:46].[O:53]1[CH2:54][CH2:55][CH2:56][CH2:57]1.[OH-:39]>>[CH2:1]([CH3:2])[N:3]([CH2:4][CH2:5][O:6][c:7]1[cH:8][c:9]([CH3:36])[c:10](-[c:14]2[cH:15][c:16]([CH2:20][O:21][c:22]3[cH:23][c:24]([F:35])[c:25]([CH2:28][CH2:29][C:30](=[O:31])[OH:32])[cH:26][cH:27]3)[cH:17][cH:18][cH:19]2)[c:11]([CH3:13])[cH:12]1)[CH2:37][CH3:38].[ClH:41]. The reactants are O=C([O-])O, CCOC(=O)CCc1ccc(OCc2cccc(-c3c(C)cc(OCCN(CC)CC)cc3C)c2)cc1F, CCOC(C)=O, CO, Cl, [Na+], [Na+], C1CCOC1, [OH-].